From a dataset of the Open Reaction Database (ORD), a public repository of structured organic reaction records. describe an organic reaction: reactants, conditions, products, and yield The reactants are C1CCOC1, C[Si](C)(C)[N-][Si](C)(C)C, [Na+], C1NO1, CC(C)(C)C(=O)N1C(=O)CCC1Cc1ccc(-c2ccccc2)cc1. Product: CC(C)(C)C(=O)N1C(=O)C(O)CC1Cc1ccc(-c2ccccc2)cc1. RXN SMILES: [CH2:39]1[O:40][CH2:41][CH2:42][CH2:43]1.[CH3:26][Si:27]([N-:28][Si:29]([CH3:30])([CH3:31])[CH3:32])([CH3:33])[CH3:34].[Na+:35].[O:36]1[CH2:37][NH:38]1.[c:1]1(-[c:20]2[cH:21][cH:22][cH:23][cH:24][cH:25]2)[cH:2][cH:3][c:4]([CH2:7][CH:8]2[CH2:9][CH2:10][C:11](=[O:19])[N:12]2[C:13]([C:14]([CH3:15])([CH3:16])[CH3:17])=[O:18])[cH:5][cH:6]1>>[c:1]1(-[c:20]2[cH:21][cH:22][cH:23][cH:24][cH:25]2)[cH:2][cH:3][c:4]([CH2:7][CH:8]2[CH2:9][CH:10]([OH:36])[C:11](=[O:19])[N:12]2[C:13]([C:14]([CH3:15])([CH3:16])[CH3:17])=[O:18])[cH:5][cH:6]1.